The task is: describe an organic reaction: reactants, conditions, products, and yield. This data is from the Open Reaction Database (ORD), a public repository of structured organic reaction records. Conditions: temperature 100 celsius, time 30 minute. Starting materials: BrC1=CC=C(S1)S(=O)(=O)NC1=C(C=CC(=C1)N1C[C@H](N[C@H](C1)C)C)OC (5-bromo-N-[5-(cis-3,5-dimethyl-1-piperazinyl)-2-(methyloxy)phenyl]-2-thiophenesulfonamide), FC1=C(C=CC=C1)B(O)O ((2-fluorophenyl)boronic acid), CC(C)([O-])C.[K+] (potassium tert-butoxide). The reagents and catalysts are C=1C=CC(=CC1)[P](C=2C=CC=CC2)(C=3C=CC=CC3)[Pd]([P](C=4C=CC=CC4)(C=5C=CC=CC5)C=6C=CC=CC6)([P](C=7C=CC=CC7)(C=8C=CC=CC8)C=9C=CC=CC9)[P](C=1C=CC=CC1)(C=1C=CC=CC1)C=1C=CC=CC1 (tetrakis(triphenylphosphine)palladium(0)). Product: C[C@@H]1CN(C[C@@H](N1)C)C=1C=CC(=C(C1)NS(=O)(=O)C=1SC(=CC1)C1=C(C=CC=C1)F)OC (N-[5-(cis-3,5-Dimethyl-1-piperazinyl)-2-(methyloxy)phenyl]-5-(2-fluorophenyl)-2-thiophenesulfonamide). Reaction SMILES: Br[C:2]1[S:6][C:5]([S:7]([NH:10][C:11]2[CH:16]=[C:15]([N:17]3[CH2:22][C@H:21]([CH3:23])[NH:20][C@H:19]([CH3:24])[CH2:18]3)[CH:14]=[CH:13][C:12]=2[O:25][CH3:26])(=[O:9])=[O:8])=[CH:4][CH:3]=1.[F:27][C:28]1[CH:33]=[CH:32][CH:31]=[CH:30][C:29]=1B(O)O.CC(C)([O-])C.[K+]>COCCOC.O.C1C=CC([P]([Pd]([P](C2C=CC=CC=2)(C2C=CC=CC=2)C2C=CC=CC=2)([P](C2C=CC=CC=2)(C2C=CC=CC=2)C2C=CC=CC=2)[P](C2C=CC=CC=2)(C2C=CC=CC=2)C2C=CC=CC=2)(C2C=CC=CC=2)C2C=CC=CC=2)=CC=1>[CH3:24][C@H:19]1[NH:20][C@@H:21]([CH3:23])[CH2:22][N:17]([C:15]2[CH:14]=[CH:13][C:12]([O:25][CH3:26])=[C:11]([NH:10][S:7]([C:5]3[S:6][C:2]([C:29]4[CH:30]=[CH:31][CH:32]=[CH:33][C:28]=4[F:27])=[CH:3][CH:4]=3)(=[O:9])=[O:8])[CH:16]=2)[CH2:18]1 |f:2.3,^1:53,55,74,93|. Run in COCCOC (DME), O (water). Procedure: To a mixture of 5-bromo-N-[5-(cis-3,5-dimethyl-1-piperazinyl)-2-(methyloxy)phenyl]-2-thiophenesulfonamide (E122) (150 mg, 0.33 mmol) and (2-fluorophenyl)boronic acid (91 mg, 0.65 mmol) in DME (3 ml) was added potassium tert-butoxide (329 mg, 2.94 mmol) and tetrakis(triphenylphosphine)palladium(0) (37 mg, 0.033 mmol) in water (1 ml) and the resulting mixture stirred in a microwave (set at high absorbance) at 100° C. for 30 minutes. The resulting mixture was then reduced in vacuo, azeotroped with ... Starting materials: CC(C)(C)OC(=O)NC1CCCNC1, CS(C)=O, CC(C)=CCn1c(Cl)nc2c1c(=O)n(CC(=O)c1ccccc1[N+](=O)[O-])c(=O)n2C, [Na+], [Na+], O=C([O-])[O-], O. Product: CC(C)=CCn1c(N2CCCC(NC(=O)OC(C)(C)C)C2)nc2c1c(=O)n(CC(=O)c1ccccc1[N+](=O)[O-])c(=O)n2C. As a reaction SMILES: [C:1]([CH3:2])([CH3:3])([CH3:4])[O:5][C:6](=[O:7])[NH:8][CH:9]1[CH2:10][NH:11][CH2:12][CH2:13][CH2:14]1.[CH3:52][S:53]([CH3:54])=[O:55].[N+:15](=[O:16])([O-:17])[c:18]1[c:19]([C:24]([CH2:25][n:26]2[c:27](=[O:28])[n:29]([CH3:43])[c:30]3[n:31][c:32]([Cl:42])[n:33]([CH2:37][CH:38]=[C:39]([CH3:40])[CH3:41])[c:34]3[c:35]2=[O:36])=[O:44])[cH:20][cH:21][cH:22][cH:23]1.[Na+:45].[Na+:46].[O-:47][C:48](=[O:49])[O-:50].[OH2:51]>>[C:1]([CH3:2])([CH3:3])([CH3:4])[O:5][C:6](=[O:7])[NH:8][CH:9]1[CH2:10][N:11]([c:32]2[n:31][c:30]3[n:29]([CH3:43])[c:27](=[O:28])[n:26]([CH2:25][C:24]([c:19]4[c:18]([N+:15](=[O:16])[O-:17])[cH:23][cH:22][cH:21][cH:20]4)=[O:44])[c:35](=[O:36])[c:34]3[n:33]2[CH2:37][CH:38]=[C:39]([CH3:40])[CH3:41])[CH2:12][CH2:13][CH2:14]1. Reactants: C(=O)=O (carbon dioxide), OCC1=CC2=C(SC=C2C)C=C1 (5-hydroxymethyl-3-methylbenzo[b]thiophene), C(CCC)[Li] (n-butyl lithium). Run in CCOCC (ether), CCOCC (ether), CCOCC (ether). Run at time 2 hour. Product: OCC1=CC2=C(SC(=C2C)C(=O)O)C=C1 (5-hydroxymethyl-3-methylbenzo[b]thiophene-2-carboxylic acid). As a reaction SMILES: [OH:1][CH2:2][C:3]1[CH:12]=[CH:11][C:6]2[S:7][CH:8]=[C:9]([CH3:10])[C:5]=2[CH:4]=1.C([Li])CCC.[C:18](=[O:20])=[O:19]>CCOCC>[OH:1][CH2:2][C:3]1[CH:12]=[CH:11][C:6]2[S:7][C:8]([C:18]([OH:20])=[O:19])=[C:9]([CH3:10])[C:5]=2[CH:4]=1. Procedure details: A solution of 5-hydroxymethyl-3-methylbenzo[b]thiophene (8.50 g.) in dry ether (120 ml.) was added dropwise to a stirred solution of n-butyl lithium (72 ml. of 1.6 M solution in hexane) in dry ether (120 ml.) at 0° under an atmosphere of dry nitrogen. The resulting mixture was stirred at 0° for 2 hours and then poured onto a mixture of crushed solid carbon dioxide and ether. When all the carbon dioxide had evaporated the mixture was shaken with water. The aqueous layer was separated and acidifie... The reactants are C[Si](C)(C)[N-][Si](C)(C)C.[Na+] (NaHMDS), [Cl-].COC[P+](C1=CC=CC=C1)(C1=CC=CC=C1)C1=CC=CC=C1 ((methoxymethyl)triphenylphosphonium chloride), ClC=1C=C(C=CC1OC(C)C)C1=NC(=NO1)C=1C=CC=C2C(=CN(C12)C)C=O (7-(5-{3-chloro-4-[(1-methylethyl)oxy]phenyl}-1,2,4-oxadiazol-3-yl)-1-methyl-1H-indole-3-carbaldehyde). The solvent is CS(=O)C (dimethyl sulfoxide). Conditions: time 20 minute. Product: ClC=1C=C(C=CC1OC(C)C)C1=NC(=NO1)C=1C=CC=C2C(=CN(C12)C)\C=C\OC (7-(5-{3-chloro-4-[(1-methylethyl)oxy]phenyl}-1,2,4-oxadiazol-3-yl)-1-methyl-3-[(E)-2-(methyloxy)ethenyl]-1H-indole). Reaction SMILES: [Cl-].[CH3:2][O:3][CH2:4][P+](C1C=CC=CC=1)(C1C=CC=CC=1)C1C=CC=CC=1.[CH3:24][Si]([N-][Si](C)(C)C)(C)C.[Na+].[Cl:34][C:35]1[CH:36]=[C:37]([C:45]2[O:49][N:48]=[C:47]([C:50]3[CH:51]=[CH:52][CH:53]=[C:54]4[C:58]=3[N:57]([CH3:59])[CH:56]=[C:55]4C=O)[N:46]=2)[CH:38]=[CH:39][C:40]=1[O:41][CH:42]([CH3:44])[CH3:43]>CS(C)=O>[Cl:34][C:35]1[CH:36]=[C:37]([C:45]2[O:49][N:48]=[C:47]([C:50]3[CH:51]=[CH:52][CH:53]=[C:54]4[C:58]=3[N:57]([CH3:59])[CH:56]=[C:55]4/[CH:24]=[CH:4]/[O:3][CH3:2])[N:46]=2)[CH:38]=[CH:39][C:40]=1[O:41][CH:42]([CH3:43])[CH3:44] |f:0.1,2.3|. Procedure details: To a solution of (methoxymethyl)triphenylphosphonium chloride (2.9 g) in dimethyl sulfoxide (20 mL) stirred under nitrogen at 20° C. was added a solution of NaHMDS (8.6 mL, 1.0 mol/L in THF) dropwise during 5 mins. The reaction mixture was stirred at this temperature for 20 mins. Then 7-(5-{3-chloro-4-[(1-methylethyl)oxy]phenyl}-1,2,4-oxadiazol-3-yl)-1-methyl-1H-indole-3-carbaldehyde (D87) (1.4 g) was added in one portion. The mixture was stirred at room temperature for 30 mins. The reaction mix... The reactants are ClCCl, CS(C)=O, CCN(C(C)C)C(C)C, O=S(=O)=O, CC(C)C(CO)NC(=O)C1(NC(=O)OCc2ccccc2)CCCCC1, c1ccncc1. The product is CC(C)C(C=O)NC(=O)C1(NC(=O)OCc2ccccc2)CCCCC1. As a reaction SMILES: [CH2:50]([Cl:51])[Cl:52].[CH3:46][S:47](=[O:48])[CH3:49].[CH:1]([N:2]([CH2:3][CH3:4])[CH:5]([CH3:6])[CH3:7])([CH3:8])[CH3:9].[S:16](=[O:17])(=[O:18])=[O:19].[c:20]1([CH2:26][O:27][C:28](=[O:29])[NH:30][C:31]2([C:37](=[O:38])[NH:39][CH:40]([CH:41]([CH3:42])[CH3:43])[CH2:44][OH:45])[CH2:32][CH2:33][CH2:34][CH2:35][CH2:36]2)[cH:21][cH:22][cH:23][cH:24][cH:25]1.[n:10]1[cH:11][cH:12][cH:13][cH:14][cH:15]1>>[c:20]1([CH2:26][O:27][C:28](=[O:29])[NH:30][C:31]2([C:37](=[O:38])[NH:39][CH:40]([CH:41]([CH3:42])[CH3:43])[CH:44]=[O:45])[CH2:32][CH2:33][CH2:34][CH2:35][CH2:36]2)[cH:21][cH:22][cH:23][cH:24][cH:25]1. Starting materials: B, CSC, CO, Cc1cc2c(cc1C(F)(F)F)N(C(=O)OC(C)(C)C)CCCC2=O, ClCCl. The product is Cc1cc2c(cc1C(F)(F)F)N(C(=O)OC(C)(C)C)CCCC2O. RXN SMILES: [BH3:4].[CH3:1][S:2][CH3:3].[CH3:29][OH:30].[CH3:5][c:6]1[cH:7][c:8]2[c:9]([cH:23][c:24]1[C:25]([F:26])([F:27])[F:28])[N:10]([C:16](=[O:17])[O:18][C:19]([CH3:20])([CH3:21])[CH3:22])[CH2:11][CH2:12][CH2:13][C:14]2=[O:15].[Cl:31][CH2:32][Cl:33]>>[CH3:5][c:6]1[cH:7][c:8]2[c:9]([cH:23][c:24]1[C:25]([F:26])([F:27])[F:28])[N:10]([C:16](=[O:17])[O:18][C:19]([CH3:20])([CH3:21])[CH3:22])[CH2:11][CH2:12][CH2:13][CH:14]2[OH:15].